This data is from the Open Reaction Database (ORD), a public repository of structured organic reaction records. The task is: describe an organic reaction: reactants, conditions, products, and yield The reactants are C(C)(C)N(CC)C(C)C (diisopropylethylamine), O.ON1N=NC2=C1C=CC=C2 (1-hydroxy-1H-benzotriazole hydrate), CN(CCCN=C=NCC)C (N′-(3-dimethylaminopropyl)-N-ethylcarbodiimide), ClC1=CC=C(S1)C(=O)NC1=C2C(N(C(C2=CC=C1)=O)CC(=O)O)=O (2-(4-{[(5-chloro-2-thienyl)carbonyl]amino}-1,3-dioxo-1,3-dihydro-2H-isoindol-2-yl)acetic acid). The solvent is CN(C)C=O (DMF), O (Water). Conditions: time 8 hour. Product: ClC1=CC=C(S1)C(=O)NC1=C2C(N(C(C2=CC=C1)=O)CC(N1CCN(CC1)C1=CC=NC=C1)=O)=O (5-Chloro-N-(1,3-dioxo-2-{2-oxo-2-[4-(4-pyridinyl)piperazino]ethyl}-2,3-dihydro-1H-isoindol-4-yl)-2-thiophenecarboxamide). Reaction SMILES: [Cl:1][C:2]1[S:6][C:5]([C:7]([NH:9][C:10]2[CH:18]=[CH:17][CH:16]=[C:15]3[C:11]=2[C:12](=[O:24])[N:13]([CH2:20][C:21]([OH:23])=O)[C:14]3=[O:19])=[O:8])=[CH:4][CH:3]=1.O.O[N:27]1[C:31]2[CH:32]=[CH:33][CH:34]=[CH:35]C=2N=N1.CN(C)CCCN=[C:42]=[N:43][CH2:44][CH3:45].[CH:47]([N:50](C(C)C)CC)(C)C>CN(C=O)C.O>[Cl:1][C:2]1[S:6][C:5]([C:7]([NH:9][C:10]2[CH:18]=[CH:17][CH:16]=[C:15]3[C:11]=2[C:12](=[O:24])[N:13]([CH2:20][C:21](=[O:23])[N:43]2[CH2:42][CH2:47][N:50]([C:33]4[CH:32]=[CH:31][N:27]=[CH:35][CH:34]=4)[CH2:45][CH2:44]2)[C:14]3=[O:19])=[O:8])=[CH:4][CH:3]=1 |f:1.2|. Procedure: 0.43 g (1.18 mmol) of 2-(4-{[(5-chloro-2-thienyl)carbonyl]amino}-1,3-dioxo-1,3-dihydro-2H-isoindol-2-yl)acetic acid is dissolved in 15 ml DMF, 0.2 g (1.3 equivalents) 1-hydroxy-1H-benzotriazole hydrate (HOBT) and 0.238 g of N′-(3-dimethylaminopropyl)-N-ethylcarbodiimide (EDCI) (1.3 equivalents) are added and 0.305 g (0.411 ml; 2 equivalents) of diisopropylethylamine (DIEA) is added dropwise at room temperature over a period of 15 min. The mixture is stirred at room temperature overnight, the sus... Starting materials: CC(C)(C)OC(=O)Nc1ccc(-c2ccsc2)cc1NC(=O)CC(=O)c1cccc(C#N)c1, ClCCl, O=C(O)C(F)(F)F. Product: N#Cc1cccc(C2=Nc3ccc(-c4ccsc4)cc3NC(=O)C2)c1. Reaction SMILES: [C:1]([O:2][C:3](=[O:4])[NH:7][c:8]1[c:9]([NH:19][C:20]([CH2:21][C:22](=[O:5])[c:24]2[cH:25][c:26]([C:30]#[N:31])[cH:27][cH:28][cH:29]2)=[O:32])[cH:10][c:11](-[c:14]2[cH:15][s:16][cH:17][cH:18]2)[cH:12][cH:13]1)([CH3:6])([CH3:23])[CH3:33].[Cl:41][CH2:42][Cl:43].[F:34][C:35]([F:36])([F:37])[C:38]([OH:39])=[O:40]>>[N:7]1=[C:22]([c:24]2[cH:25][c:26]([C:30]#[N:31])[cH:27][cH:28][cH:29]2)[CH2:21][C:20](=[O:32])[NH:19][c:9]2[c:8]1[cH:13][cH:12][c:11](-[c:14]1[cH:15][s:16][cH:17][cH:18]1)[cH:10]2. The reactants are N, [Na+].[BH3-], C1CN(C[C@@H](C1=O)O)S(=O)(=O)C. The reagents and catalysts are c1ccc(cc1)-c2c3ccccc3cc4ccccc24 (9-Phenylanthracene), CC(C)[O-].CC(C)[O-].CC(C)[O-].CC(C)[O-].[Ti+4] (Ti(OiPr)4). Run at temperature 25 celsius, time 18 hour. Yields the product CS(=O)(=O)N1CC[C@@H](N)[C@@H](O)C1. As a reaction SMILES: [BH4-].[Na+].[NH3:1].[CH3:2][S:3]([N:6]1[CH2:12][C@H:10]([OH:11])[C:9](=O)[CH2:8][CH2:7]1)(=[O:5])=[O:4]>>[CH3:2][S:3]([N:6]1[CH2:12][C@H:10]([OH:11])[C@H:9]([NH2:1])[CH2:8][CH2:7]1)(=[O:5])=[O:4]. Reactants: CO, CN1CCC2(CC1)NC(=O)N(c1ccc(C#N)c(C(F)(F)F)c1)C2=N. Product: CN1CCC2(CC1)NC(=O)N(c1ccc(C#N)c(C(F)(F)F)c1)C2=O. As a reaction SMILES: [CH3:26][OH:27].[NH:1]=[C:2]1[N:3]([c:14]2[cH:15][c:16]([C:22]([F:23])([F:24])[F:25])[c:17]([C:18]#[N:19])[cH:20][cH:21]2)[C:4](=[O:13])[NH:5][C:6]12[CH2:7][CH2:8][N:9]([CH3:12])[CH2:10][CH2:11]2>>[C:2]1(=[O:27])[N:3]([c:14]2[cH:15][c:16]([C:22]([F:23])([F:24])[F:25])[c:17]([C:18]#[N:19])[cH:20][cH:21]2)[C:4](=[O:13])[NH:5][C:6]12[CH2:7][CH2:8][N:9]([CH3:12])[CH2:10][CH2:11]2.